This data is from the Open Reaction Database (ORD), a public repository of structured organic reaction records. The task is: describe an organic reaction: reactants, conditions, products, and yield The reactants are CC1(C)OCC(COc2ccc(F)c(C(=O)c3ccc(Nc4ccc(F)cc4F)cc3Cl)c2)O1, O=C(O)C(F)(F)F, O. Yields the product O=C(c1cc(OCC(O)CO)ccc1F)c1ccc(Nc2ccc(F)cc2F)cc1Cl. As a reaction SMILES: [Cl:1][c:2]1[c:3]([C:17](=[O:18])[c:19]2[c:20]([F:34])[cH:21][cH:22][c:23]([O:25][CH2:26][CH:27]3[O:28][C:29]([CH3:32])([CH3:33])[O:30][CH2:31]3)[cH:24]2)[cH:4][cH:5][c:6]([NH:8][c:9]2[c:10]([F:16])[cH:11][c:12]([F:15])[cH:13][cH:14]2)[cH:7]1.[F:35][C:36]([F:37])([F:38])[C:39]([OH:40])=[O:41].[OH2:42]>>[Cl:1][c:2]1[c:3]([C:17](=[O:18])[c:19]2[c:20]([F:34])[cH:21][cH:22][c:23]([O:25][CH2:26][CH:27]([OH:28])[CH2:31][OH:30])[cH:24]2)[cH:4][cH:5][c:6]([NH:8][c:9]2[c:10]([F:16])[cH:11][c:12]([F:15])[cH:13][cH:14]2)[cH:7]1. Reactants: C1CC(=O)N(C1=O)Br (NBS), CC=1C(=NC2=CC=CC=C2C1C(=O)N[C@@H](CC)C1=CC=CC=C1)C1=CC=CC=C1 (3-methyl-2-phenyl-N-[(1S)-1-phenylpropyl]quinoline-4-carboxamide), C1CC(=O)N(C1=O)Br (NBS). Run in C(Cl)(Cl)(Cl)Cl (CCl4). The product is BrCC=1C(=NC2=CC=CC=C2C1C(=O)N[C@@H](CC)C1=CC=CC=C1)C1=CC=CC=C1 (3-(bromomethyl)-2-phenyl-N-[(1S)-1-phenylpropyl]quinoline-4-carboxamide). Isolated yield 24.3%. As a reaction SMILES: [CH3:1][C:2]1[C:3]([C:24]2[CH:29]=[CH:28][CH:27]=[CH:26][CH:25]=2)=[N:4][C:5]2[C:10]([C:11]=1[C:12]([NH:14][C@H:15]([C:18]1[CH:23]=[CH:22][CH:21]=[CH:20][CH:19]=1)[CH2:16][CH3:17])=[O:13])=[CH:9][CH:8]=[CH:7][CH:6]=2.C1C(=O)N([Br:37])C(=O)C1>C(Cl)(Cl)(Cl)Cl>[Br:37][CH2:1][C:2]1[C:3]([C:24]2[CH:25]=[CH:26][CH:27]=[CH:28][CH:29]=2)=[N:4][C:5]2[C:10]([C:11]=1[C:12]([NH:14][C@H:15]([C:18]1[CH:19]=[CH:20][CH:21]=[CH:22][CH:23]=1)[CH2:16][CH3:17])=[O:13])=[CH:9][CH:8]=[CH:7][CH:6]=2. Reported procedure: 3-methyl-2-phenyl-N-[(1S)-1-phenylpropyl]quinoline-4-carboxamide (9.8 g, 26 mmol) was dissolved in 200 mL hot CCl4 (with stirring) under N2 and heated at a gentle reflux. NBS (6.9 g, 39 mmol) was added and solution irradiated with long wave UV light for 0.5 h. Additional NBS (1.9 g, 11 mmol) was added and solution irradiated and refluxed for another 0.5 h. It was then allowed to cool and concentrated under reduced pressure to remove most of the CCl4. The residue was then dissolved in CH2Cl2 and ...